From a dataset of the Open Reaction Database (ORD), a public repository of structured organic reaction records. describe an organic reaction: reactants, conditions, products, and yield The reactants are ClCCl, CN1Cc2c(CO)ncn2-c2cccc(Cl)c2C1=O. Product: CN1Cc2c(C=O)ncn2-c2cccc(Cl)c2C1=O. RXN SMILES: [CH2:20]([Cl:21])[Cl:22].[Cl:1][c:2]1[cH:3][cH:4][cH:5][c:6]2[c:7]1[C:8](=[O:19])[N:9]([CH3:18])[CH2:10][c:11]1[n:12]-2[cH:13][n:14][c:15]1[CH2:16][OH:17]>>[Cl:1][c:2]1[cH:3][cH:4][cH:5][c:6]2[c:7]1[C:8](=[O:19])[N:9]([CH3:18])[CH2:10][c:11]1[n:12]-2[cH:13][n:14][c:15]1[CH:16]=[O:17]. Starting materials: FC(C(=O)NC1=CC=CC=2CCOC21)(F)F (7-(trifluoroacetylamino)-2,3-dihydrobenzofuran). The solvent is CO (methanol), [OH-].[Na+] (NaOH). The product is NC1=CC=CC=2CCOC21 (7-amino-2,3-dihydrobenzofuran). Yield: 96.2%. RXN SMILES: FC(F)(F)C([NH:5][C:6]1[C:14]2[O:13][CH2:12][CH2:11][C:10]=2[CH:9]=[CH:8][CH:7]=1)=O>CO.[OH-].[Na+]>[NH2:5][C:6]1[C:14]2[O:13][CH2:12][CH2:11][C:10]=2[CH:9]=[CH:8][CH:7]=1 |f:2.3|. Procedure: A solution of 7-(trifluoroacetylamino)-2,3-dihydrobenzofuran (D2) (1.6 g) in methanol (30 ml) and 10% NaOH (3 ml) was heated to reflux for 24h. The mixture was evaporated under reduced pressure and partitioned between ethyl acetate and water. The organic phase was dried (Na2SO4) and the solvent evaporated under reduced pressure to give the title compound (900 mg, 96%) as a pale orange oil, which crystallised on standing. The reactants are [H-].[Li+].[Al+3].[H-].[H-].[H-] (Aluminum lithium hydride), S(=O)(=O)([O-])[O-].[Mg+2] (Magnesium sulfate), CC(CC(C)C)C1=C(N)C=CC(=C1)C(C(F)(F)F)(C(F)(F)F)F (2-(1,3-dimethylbutyl)-4-[1,2,2,2-tetrafluoro-1-(trifluoromethyl)ethyl]aniline), O (Water). Solvent: O1CCCC1 (tetrahydrofuran). Reaction conditions: time 10 minute. Yields the product CC(CC(C)C)C1=C(N)C=CC(=C1)C(C(F)(F)F)C(F)(F)F (2-(1,3-dimethylbutyl)-4-[2,2,2-trifluoro-1-(trifluoromethyl)ethyl]aniline). Isolated yield 98.1%. RXN SMILES: [H-].[Li+].[Al+3].[H-].[H-].[H-].[CH3:7][CH:8]([C:13]1[CH:19]=[C:18]([C:20](F)([C:25]([F:28])([F:27])[F:26])[C:21]([F:24])([F:23])[F:22])[CH:17]=[CH:16][C:14]=1[NH2:15])[CH2:9][CH:10]([CH3:12])[CH3:11].O.S([O-])([O-])(=O)=O.[Mg+2]>O1CCCC1>[CH3:7][CH:8]([C:13]1[CH:19]=[C:18]([CH:20]([C:21]([F:22])([F:23])[F:24])[C:25]([F:27])([F:28])[F:26])[CH:17]=[CH:16][C:14]=1[NH2:15])[CH2:9][CH:10]([CH3:11])[CH3:12] |f:0.1.2.3.4.5,8.9|. Reported procedure: Aluminum lithium hydride (2 g, 52.7 mmol) was suspended in tetrahydrofuran (60 ml), followed by adding dropwise thereto 2-(1,3-dimethylbutyl)-4-[1,2,2,2-tetrafluoro-1-(trifluoromethyl)ethyl]aniline (14 g, 40.5 mmol), and the resulting mixture was stirred at reflux temperature for 3 hours. Water was added to the reaction mixture in small portions under ice-cooling, followed by stirring for 10 minutes. Magnesium sulfate was added thereto and then stirred for 10 minutes. The reaction mixture was fi... Starting materials: 8.2, N (ammonia), ClS(=O)(=O)C=1C(=CC(=C(C1)C1=CC=NN1C1=C(C=CC=C1)Cl)OC)OC (5-(5-chlorosulfonyl-2,4-dimethoxyphenyl)-1-(2-chlorophenyl)-1H-pyrazole). Run in CO (methanol). Run at time 8 hour. Product: NS(=O)(=O)C=1C(=CC(=C(C1)C1=CC=NN1C1=C(C=CC=C1)Cl)OC)OC (5-(5-aminosulfonyl-2,4-dimethoxyphenyl)-1-(2-chlorophenyl)-1H-pyrazole). RXN SMILES: [NH3:1].Cl[S:3]([C:6]1[C:7]([O:26][CH3:27])=[CH:8][C:9]([O:24][CH3:25])=[C:10]([C:12]2[N:16]([C:17]3[CH:22]=[CH:21][CH:20]=[CH:19][C:18]=3[Cl:23])[N:15]=[CH:14][CH:13]=2)[CH:11]=1)(=[O:5])=[O:4]>CO>[NH2:1][S:3]([C:6]1[C:7]([O:26][CH3:27])=[CH:8][C:9]([O:24][CH3:25])=[C:10]([C:12]2[N:16]([C:17]3[CH:22]=[CH:21][CH:20]=[CH:19][C:18]=3[Cl:23])[N:15]=[CH:14][CH:13]=2)[CH:11]=1)(=[O:5])=[O:4]. Reported procedure: 8.2 20 ml of a 32% ammonia solution are added at room temperature to a solution of 413.3 mg of “B2” in 5 ml of dry methanol. The mixture is stirred overnight, approximately half of the solvent is removed, the precipitated crystals are separated off and washed with water, giving 230 mg of 5-(5-aminosulfonyl-2,4-dimethoxyphenyl)-1-(2-chlorophenyl)-1H-pyrazole (“C1”) and, as by-product, 5-(5-hydroxysulfonyl-2,4-dimethoxyphenyl)-1-(2-chlorophenyl)-1H-pyrazole (“C2”). Reactants: FC=1C=C(C=CC1OCCCO)C=1C=C(C=C(C1)O)C1=CC=C(C=C1)OCCO (3″-fluoro-4-(2-hydroxy-ethoxy)-4″-(3-hydroxy-propoxy)-[1,1′;3′,1″]terphenyl-5′-ol), C(C(=C)C)(=O)O (methacrylic acid). Yields the product FC=1C=C(C=CC1OCCCOC(C(=C)C)=O)C=1C=C(C=C(C1)OC(C(=C)C)=O)C1=CC=C(C=C1)OCCOC(C(=C)C)=O (2-methyl-acrylic acid-3-{3″-fluoro-5′-(2-methyl-acryloyloxy)-4-[2-(2-methyl-acryloyloxy)-ethoxy]-[1,1′;3′,1″]terphenyl-4″-yloxy}-propyl ester). Reaction SMILES: [F:1][C:2]1[CH:3]=[C:4]([C:13]2[CH:14]=[C:15]([C:20]3[CH:25]=[CH:24][C:23]([O:26][CH2:27][CH2:28][OH:29])=[CH:22][CH:21]=3)[CH:16]=[C:17]([OH:19])[CH:18]=2)[CH:5]=[CH:6][C:7]=1[O:8][CH2:9][CH2:10][CH2:11][OH:12].[C:30]([OH:35])(=O)[C:31]([CH3:33])=[CH2:32]>>[F:1][C:2]1[CH:3]=[C:4]([C:13]2[CH:14]=[C:15]([C:20]3[CH:25]=[CH:24][C:23]([O:26][CH2:27][CH2:28][O:29][C:30](=[O:35])[C:31]([CH3:33])=[CH2:32])=[CH:22][CH:21]=3)[CH:16]=[C:17]([O:19][C:30](=[O:35])[C:31]([CH3:33])=[CH2:32])[CH:18]=2)[CH:5]=[CH:6][C:7]=1[O:8][CH2:9][CH2:10][CH2:11][O:12][C:30](=[O:35])[C:31]([CH3:33])=[CH2:32]. Procedure: In analogy to step 2 of Example 1, 3″-fluoro-4-(2-hydroxy-ethoxy)-4″-(3-hydroxy-propoxy)-[1,1′;3′,1″]terphenyl-5′-ol and methacrylic acid are reacted to give 2-methyl-acrylic acid-3-{3″-fluoro-5′-(2-methyl-acryloyloxy)-4-[2-(2-methyl-acryloyloxy)-ethoxy]-[1,1′;3′,1″]terphenyl-4″-yloxy}-propyl ester as colourless crystals with a m.p. 70° C. The reactants are Cl.NOCC (1-(Aminooxy)ethane hydrochloride), C(C)(=O)C1CN(C1)C(/C=C/C=1C=C2CCC(NC2=NC1)=O)=O ((E)-6-(3-(3-acetylazetidin-1-yl)-3-oxoprop-1-enyl)-3,4-dihydro-1,8-naphthyridin-2(1H)-one). The solvent is CO.ClCCl (methanol dichloromethane). Run at time 8 hour. Product: C(C)O\N=C(\C)/C1CN(C1)C(/C=C/C=1C=C2CCC(NC2=NC1)=O)=O (6-((E)-3-(3-((Z)-1-(Ethoxyimino)ethyl)azetidin-1-yl)-3-oxoprop-1-enyl)-3,4-dihydro-1,8-naphthyridin-2(1H)-one), solid. Yield: 35.0%. RXN SMILES: Cl.[NH2:2][O:3][CH2:4][CH3:5].[C:6]([CH:9]1[CH2:12][N:11]([C:13](=[O:27])/[CH:14]=[CH:15]/[C:16]2[CH:17]=[C:18]3[C:23](=[N:24][CH:25]=2)[NH:22][C:21](=[O:26])[CH2:20][CH2:19]3)[CH2:10]1)(=O)[CH3:7]>CO.ClCCl>[CH2:4]([O:3]/[N:2]=[C:6](\[CH:9]1[CH2:12][N:11]([C:13](=[O:27])/[CH:14]=[CH:15]/[C:16]2[CH:17]=[C:18]3[C:23](=[N:24][CH:25]=2)[NH:22][C:21](=[O:26])[CH2:20][CH2:19]3)[CH2:10]1)/[CH3:7])[CH3:5] |f:0.1,3.4|. Procedure details: 1-(Aminooxy)ethane hydrochloride (23 mg, 0.23 mmol) was added to a solution of (E)-6-(3-(3-acetylazetidin-1-yl)-3-oxoprop-1-enyl)-3,4-dihydro-1,8-naphthyridin-2(1H)-one (50.0 mg, 0.16 mmol) in a mixture methanol/dichloromethane (8:2, 3.5 mL) at room temperature. The reaction mixture was stirred overnight. After concentration to dryness, the residue was purified by chromatography on silica gel using ethyl acetate/methanol (95:5) as eluent. The title product was obtained as a white solid (20 mg, 3... Starting materials: NC1=C(C(=O)OCC)C=C(C=N1)Cl (Ethyl 2-Amino-5-chloronicotinate), O(C1=CC=CC=C1)C=1C=C(C=CC1)CC(=O)Cl (3-phenoxyphenylacetyl chloride). Run in N1=CC=CC=C1 (pyridine), C(Cl)Cl (CH2Cl2), C(Cl)Cl (CH2Cl2). Reaction conditions: temperature 130 celsius. Product: ClC=1C=NC(=C(C(=O)OCC)C1)NC(CC1=CC(=CC=C1)OC1=CC=CC=C1)=O (Ethyl 5-Chloro-2-(3-phenoxyphenylacetamido)nicotinate). RXN SMILES: [NH2:1][C:2]1[N:12]=[CH:11][C:10]([Cl:13])=[CH:9][C:3]=1[C:4]([O:6][CH2:7][CH3:8])=[O:5].[O:14]([C:21]1[CH:22]=[C:23]([CH2:27][C:28](Cl)=[O:29])[CH:24]=[CH:25][CH:26]=1)[C:15]1[CH:20]=[CH:19][CH:18]=[CH:17][CH:16]=1>N1C=CC=CC=1.C(Cl)Cl>[Cl:13][C:10]1[CH:11]=[N:12][C:2]([NH:1][C:28](=[O:29])[CH2:27][C:23]2[CH:24]=[CH:25][CH:26]=[C:21]([O:14][C:15]3[CH:20]=[CH:19][CH:18]=[CH:17][CH:16]=3)[CH:22]=2)=[C:3]([CH:9]=1)[C:4]([O:6][CH2:7][CH3:8])=[O:5]. Procedure: To a mixture of ethyl 2-amino-5-chloronicotinate (143, Example 18) (344.9 mg, 1.719 mmol) in pyridine (2.0 mL, distilled) in a 10 mL round-bottom flask with stirring was added a solution of 3-phenoxyphenylacetyl chloride (812.5 mg, 3.293 mmol) in dry CH2Cl2 (2.0 mL). The mixture was gradually heated to reflux (130° C., oil bath), over which time the CH2Cl2 was allowed to evaporate. The resulting solution was refluxed for 3.5 h, then cooled to room temperature. The reaction mixture was quenched w...